Dataset: the Open Reaction Database (ORD), a public repository of structured organic reaction records. Task: describe an organic reaction: reactants, conditions, products, and yield The solvent is C(C)(=O)OCC (ethyl acetate). Procedure details: N,N'-Dicyclohexylcarbodiimide (1.11 g) is added to a suspension, cooled to +4° C., of 2-methoxyimino-2-(2-tritylamino-thiazol-4-yl)-acetic acid, syn isomer (2.17 g) and 4-(2-tert.-butyoxycarbonylamino-ethyl)-5,6-dioxo-3-thioxo-perhydro-1,2,4-triazine (1.05 g) in ethyl acetate (50 cc). The mixture is stirred for 4 hours at 20° C., filtered and concentrated to dryness at 20° C. under 20 mm Hg (2.7 kPa). The residue is taken up in methylene chloride (20 cc) and the solution is poured into diisoprop... As a reaction SMILES: C1(N=C=NC2CCCCC2)CCCCC1.[CH3:16][O:17][N:18]=[C:19]([C:23]1[N:24]=[C:25]([NH:28][C:29]([C:42]2[CH:47]=[CH:46][CH:45]=[CH:44][CH:43]=2)([C:36]2[CH:41]=[CH:40][CH:39]=[CH:38][CH:37]=2)[C:30]2[CH:35]=[CH:34][CH:33]=[CH:32][CH:31]=2)[S:26][CH:27]=1)[C:20]([OH:22])=O.[C:48]([O:52][C:53]([NH:55][CH2:56][CH2:57][N:58]1[C:63](=[O:64])[C:62](=[O:65])[NH:61][NH:60][C:59]1=[S:66])=[O:54])([CH3:51])([CH3:50])[CH3:49]>C(OCC)(=O)C>[C:48]([O:52][C:53]([NH:55][CH2:56][CH2:57][N:58]1[C:63](=[O:64])[C:62](=[O:65])[NH:61][N:60]=[C:59]1[S:66][C:20](=[O:22])[C:19](=[N:18][O:17][CH3:16])[C:23]1[N:24]=[C:25]([NH:28][C:29]([C:42]2[CH:43]=[CH:44][CH:45]=[CH:46][CH:47]=2)([C:30]2[CH:35]=[CH:34][CH:33]=[CH:32][CH:31]=2)[C:36]2[CH:41]=[CH:40][CH:39]=[CH:38][CH:37]=2)[S:26][CH:27]=1)=[O:54])([CH3:51])([CH3:49])[CH3:50]. Conditions: temperature 20 celsius, time 4 hour. Starting materials: CON=C(C(=O)O)C=1N=C(SC1)NC(C1=CC=CC=C1)(C1=CC=CC=C1)C1=CC=CC=C1 (2-methoxyimino-2-(2-tritylamino-thiazol-4-yl)-acetic acid), C(C)(C)(C)OC(=O)NCCN1C(NNC(C1=O)=O)=S (4-(2-tert.-butyoxycarbonylamino-ethyl)-5,6-dioxo-3-thioxo-perhydro-1,2,4-triazine), C1(CCCCC1)N=C=NC1CCCCC1 (N,N'-Dicyclohexylcarbodiimide). Product: C(C)(C)(C)OC(=O)NCCN1C(=NNC(C1=O)=O)SC(C(C=1N=C(SC1)NC(C1=CC=CC=C1)(C1=CC=CC=C1)C1=CC=CC=C1)=NOC)=O (4-(2-tert.-butoxycarbonylamino-ethyl)-5,6-dioxo-3-[2-methoxyimino-2-(2-tritylamino-thiazol-4-yl)-acetylthio]-1,4,5,6-tetrahydro-1,2,4-triazine).